This data is from the Open Reaction Database (ORD), a public repository of structured organic reaction records. The task is: describe an organic reaction: reactants, conditions, products, and yield The reactants are C#CCBr, CN1CCCC1=O, [H-], [Na+], OC1CCC2(CC1)OCCO2, O. The product is C#CCOC1CCC2(CC1)OCCO2. As a reaction SMILES: [CH2:12]([C:13]#[CH:14])[Br:15].[CH3:19][N:20]1[CH2:21][CH2:22][CH2:23][C:24]1=[O:25].[H-:16].[Na+:17].[O:1]1[CH2:2][CH2:3][O:4][C:5]12[CH2:6][CH2:7][CH:8]([OH:11])[CH2:9][CH2:10]2.[OH2:18]>>[O:1]1[CH2:2][CH2:3][O:4][C:5]12[CH2:6][CH2:7][CH:8]([O:11][CH2:14][C:13]#[CH:12])[CH2:9][CH2:10]2. Reactants: BrCC=CCOCc1ccccc1, CCCC(=O)N1C(=O)OCC1Cc1ccccc1, CCCCCC, C[Si](C)(C)[N-][Si](C)(C)C, [Cl-], [NH4+], [Na+], C1CCOC1. Yields the product CCC(CC=CCOCc1ccccc1)C(=O)N1C(=O)OCC1Cc1ccccc1. As a reaction SMILES: [Br:35][CH2:36][CH:37]=[CH:38][CH2:39][O:40][CH2:41][c:42]1[cH:43][cH:44][cH:45][cH:46][cH:47]1.[CH2:17]([c:18]1[cH:19][cH:20][cH:21][cH:22][cH:23]1)[CH:24]1[N:25]([C:30]([CH2:31][CH2:32][CH3:33])=[O:34])[C:26](=[O:29])[O:27][CH2:28]1.[CH3:11][CH2:12][CH2:13][CH2:14][CH2:15][CH3:16].[CH3:1][Si:2]([N-:3][Si:4]([CH3:5])([CH3:6])[CH3:7])([CH3:8])[CH3:9].[Cl-:48].[NH4+:49].[Na+:10].[O:50]1[CH2:51][CH2:52][CH2:53][CH2:54]1>>[CH2:17]([c:18]1[cH:19][cH:20][cH:21][cH:22][cH:23]1)[CH:24]1[N:25]([C:30]([CH:31]([CH2:32][CH3:33])[CH2:36][CH:37]=[CH:38][CH2:39][O:40][CH2:41][c:42]2[cH:43][cH:44][cH:45][cH:46][cH:47]2)=[O:34])[C:26](=[O:29])[O:27][CH2:28]1. The reactants are BrC1=C(CCC1)Br (1,2-dibromocyclopentene), C1(=CC=CC=C1)B(O)O (phenylboronic acid). Product: BrC1=C(CCC1)C1=CC=CC=C1 (1-bromo-2-phenylcyclopentene). Yield: 40.8%. Reaction SMILES: Br[C:2]1[CH2:6][CH2:5][CH2:4][C:3]=1[Br:7].[C:8]1(B(O)O)[CH:13]=[CH:12][CH:11]=[CH:10][CH:9]=1>>[Br:7][C:3]1[CH2:4][CH2:5][CH2:6][C:2]=1[C:8]1[CH:13]=[CH:12][CH:11]=[CH:10][CH:9]=1. Procedure details: Following a synthetic procedure which was similar to the one outlined in Step 2 of Example 1, 4.40 g (19.4 mmol) of 1,2-dibromocyclopentene was reacted with 2.0 g (17.7 mmol) of phenylboronic acid (Aldrich). Purification by silica gel chromatography (Waters Prep-500) with hexane gave 1.61 g (42%) of 1-bromo-2-phenylcyclopentene as an oil: NMR (CDCl3) d 2.01-2.10 (m, 2H), 2.74-2.82 (m, 2H), 2.82-2.90 (m, 2H), 7.27-7.33 (m, 1H), 7.33-7.41 (m, 2H), 7.57-7.63 (m, 2H). Starting materials: O=C([O-])O, C1CCOC1, COC[P+](c1ccccc1)(c1ccccc1)c1ccccc1, [Cl-], C=CCN(CC=C)c1ccc(C(C)=O)c(Cl)c1, Cl, [Na+], O. Product: C=CCN(CC=C)c1ccc(C(C)C=O)c(Cl)c1. As a reaction SMILES: [C:42](=[O:43])([OH:44])[O-:45].[CH2:47]1[O:48][CH2:49][CH2:50][CH2:51]1.[CH3:19][O:20][CH2:21][P+:22]([c:23]1[cH:24][cH:25][cH:26][cH:27][cH:28]1)([c:29]1[cH:30][cH:31][cH:32][cH:33][cH:34]1)[c:35]1[cH:36][cH:37][cH:38][cH:39][cH:40]1.[Cl-:18].[Cl:1][c:2]1[c:3]([C:15]([CH3:16])=[O:17])[cH:4][cH:5][c:6]([N:8]([CH2:9][CH:10]=[CH2:11])[CH2:12][CH:13]=[CH2:14])[cH:7]1.[ClH:41].[Na+:46].[OH2:52]>>[Cl:1][c:2]1[c:3]([CH:15]([CH3:16])[CH:19]=[O:20])[cH:4][cH:5][c:6]([N:8]([CH2:9][CH:10]=[CH2:11])[CH2:12][CH:13]=[CH2:14])[cH:7]1.